This data is from the Open Reaction Database (ORD), a public repository of structured organic reaction records. The task is: describe an organic reaction: reactants, conditions, products, and yield The reactants are C1CCOC1, COC(=O)c1ccc(C(=O)O)cc1C. Yields the product COC(=O)c1ccc(CO)cc1C. RXN SMILES: [CH2:15]1[O:16][CH2:17][CH2:18][CH2:19]1.[CH3:1][O:2][C:3](=[O:4])[c:5]1[c:6]([CH3:14])[cH:7][c:8]([C:9](=[O:10])[OH:11])[cH:12][cH:13]1>>[CH3:1][O:2][C:3](=[O:4])[c:5]1[c:6]([CH3:14])[cH:7][c:8]([CH2:9][OH:10])[cH:12][cH:13]1. As a reaction SMILES: [Br:15][CH2:16][c:17]1[cH:18][cH:19][cH:20][cH:21][cH:22]1.[C:9](=[O:10])([O-:11])[O-:12].[CH:1]1([C:6](=[O:7])[OH:8])[CH2:2][CH:3]=[CH:4][CH2:5]1.[K+:13].[K+:14].[O:24]=[CH:25][N:26]([CH3:27])[CH3:28].[OH2:23]>>[CH:1]1([C:6](=[O:7])[O:8][CH2:16][c:17]2[cH:18][cH:19][cH:20][cH:21][cH:22]2)[CH2:2][CH:3]=[CH:4][CH2:5]1. Starting materials: BrCc1ccccc1, O=C([O-])[O-], O=C(O)C1CC=CC1, [K+], [K+], CN(C)C=O, O. Yields the product O=C(OCc1ccccc1)C1CC=CC1. The reactants are C(C=C)OC1=C(C(C(=O)O)=CC=C1)C(=O)O (3-allyloxy-phthalic acid). Solvent: C1(=CC=CC=C1)C (toluene), C(C)(=O)OC(C)=O (acetic anhydride). Product: C(C=C)OC1=C2C(C(=O)OC2=O)=CC=C1 (3-allyloxy-phthalic anhydride). RXN SMILES: [CH2:1]([O:4][C:5]1[CH:13]=[CH:12][CH:11]=[C:7]([C:8]([OH:10])=O)[C:6]=1[C:14]([OH:16])=[O:15])[CH:2]=[CH2:3]>C1(C)C=CC=CC=1.C(OC(=O)C)(=O)C>[CH2:1]([O:4][C:5]1[CH:13]=[CH:12][CH:11]=[C:7]2[C:8]([O:16][C:14](=[O:15])[C:6]=12)=[O:10])[CH:2]=[CH2:3]. Procedure details: A mixture of 45.8 g of 3-allyloxy-phthalic acid in 200 ml of toluene and 25.5 ml of acetic anhydride is heated to the reflux temperature for 3 hours and then evaporated under reduced pressure. The residue is crystallised from diethyl ether and gives 3-allyloxy-phthalic anhydride; melting point 115°-117°. The reactants are ClC1=CC=C2C(=CC=NC2=C1)N1C2CNC(C1)C2 (7-Chloro-4-(2,5-diazanorborn-2-yl)quinoline), FC1=CC=C(C=C1)N=C=O (4-fluorophenyl isocyanate). The solvent is C(Cl)Cl.CO (CH2Cl2 MeOH). The product is ClC1=CC=C2C(=CC=NC2=C1)N1C2CN(C(C1)C2)C(=O)NC2=CC=C(C=C2)F (7-Chloro-4-[5-(4-fluorophenylaminocarbonyl)-2,5-diazanorbornan-2-yl]quinoline). As a reaction SMILES: [Cl:1][C:2]1[CH:11]=[C:10]2[C:5]([C:6]([N:12]3[CH2:17][CH:16]4[CH2:18][CH:13]3[CH2:14][NH:15]4)=[CH:7][CH:8]=[N:9]2)=[CH:4][CH:3]=1.[F:19][C:20]1[CH:25]=[CH:24][C:23]([N:26]=[C:27]=[O:28])=[CH:22][CH:21]=1>C(Cl)Cl.CO>[Cl:1][C:2]1[CH:11]=[C:10]2[C:5]([C:6]([N:12]3[CH2:17][CH:16]4[CH2:18][CH:13]3[CH2:14][N:15]4[C:27]([NH:26][C:23]3[CH:24]=[CH:25][C:20]([F:19])=[CH:21][CH:22]=3)=[O:28])=[CH:7][CH:8]=[N:9]2)=[CH:4][CH:3]=1 |f:2.3|. Procedure details: 7-Chloro-4-(2,5-diazanorborn-2-yl)quinoline (110 mg, 0.42 mmol) and 4-fluorophenyl isocyanate (67 μL, 0.59 mmol) are reacted according to method C yielding the title product as a colorless solid after column chromatography with CH2Cl2-MeOH. The reactants are [Br-], CCOc1cc2c(cc1Br)C(=O)CCC2(C)C, CCOCC, C1CCOC1, C[Mg+]. The product is CCOc1cc2c(cc1Br)C(C)=CCC2(C)C. Reaction SMILES: [Br-:18].[Br:1][c:2]1[c:3]([O:15][CH2:16][CH3:17])[cH:4][c:5]2[c:10]([cH:11]1)[C:9](=[O:12])[CH2:8][CH2:7][C:6]2([CH3:13])[CH3:14].[CH2:21]([O:22][CH2:23][CH3:24])[CH3:25].[CH2:26]1[O:27][CH2:28][CH2:29][CH2:30]1.[CH3:19][Mg+:20]>>[Br:1][c:2]1[c:3]([O:15][CH2:16][CH3:17])[cH:4][c:5]2[c:10]([cH:11]1)[C:9]([CH3:21])=[CH:8][CH2:7][C:6]2([CH3:13])[CH3:14].